This data is from the Open Reaction Database (ORD), a public repository of structured organic reaction records. The task is: describe an organic reaction: reactants, conditions, products, and yield The reactants are FC1=C(C=C(C=O)C=C1)OC (4-fluoro-3-methoxybenzaldehyde), C(CCC)[Li] (n-butyllithium), resultant mixture, phosphorus ylide. The reagents and catalysts are [Br-].C[P+](C1=CC=CC=C1)(C1=CC=CC=C1)C1=CC=CC=C1 (methyltriphenylphosphonium bromide). The solvent is C1CCOC1 (THF), C1CCOC1 (THF). Run at temperature -40 celsius. Yields the product FC1=C(C=C(C=C1)C=C)OC (1-fluoro-2-methoxy-4-vinylbenzene). Yield: 89.7%. RXN SMILES: [CH2:1]([Li])CCC.[F:6][C:7]1[CH:14]=[CH:13][C:10]([CH:11]=O)=[CH:9][C:8]=1[O:15][CH3:16]>[Br-].C[P+](C1C=CC=CC=1)(C1C=CC=CC=1)C1C=CC=CC=1.C1COCC1>[F:6][C:7]1[CH:14]=[CH:13][C:10]([CH:11]=[CH2:1])=[CH:9][C:8]=1[O:15][CH3:16] |f:2.3|. Procedure: To a stirred suspension of methyltriphenylphosphonium bromide (68.20 g, 0.191 mol) in anhydrous THF (400 mL) cooled to −40° C. was added n-butyllithium (2.5 M in hexanes, 71.2 mL, 0.178 mol) via syringe over 15 min, at which point the characteristic yellow color of the phosphorus ylide persisted. The reaction mixture was warmed to −10° C. over 1 h to complete the reaction. The mixture was subsequently cooled to −30° C. and a solution of 4-fluoro-3-methoxybenzaldehyde (10.00 g, 63.64 mmol) in anh...